From a dataset of the Open Reaction Database (ORD), a public repository of structured organic reaction records. describe an organic reaction: reactants, conditions, products, and yield Reactants: O=c1cc(I)ccn1CCF, CC(c1ccc(B2OC(C)(C)C(C)(C)O2)cc1)N1CCC(CC(C)(C)O)(c2ccccc2)OC1=O. The product is CC(c1ccc(-c2ccn(CCF)c(=O)c2)cc1)N1CCC(CC(C)(C)O)(c2ccccc2)OC1=O. As a reaction SMILES: [F:36][CH2:37][CH2:38][n:39]1[c:40](=[O:46])[cH:41][c:42]([I:45])[cH:43][cH:44]1.[OH:1][C:2]([CH2:3][C:4]1([c:28]2[cH:29][cH:30][cH:31][cH:32][cH:33]2)[CH2:5][CH2:6][N:7]([CH:11]([CH3:12])[c:13]2[cH:14][cH:15][c:16]([B:19]3[O:20][C:21]([CH3:22])([CH3:23])[C:24]([CH3:25])([CH3:26])[O:27]3)[cH:17][cH:18]2)[C:8](=[O:10])[O:9]1)([CH3:34])[CH3:35]>>[OH:1][C:2]([CH2:3][C:4]1([c:28]2[cH:29][cH:30][cH:31][cH:32][cH:33]2)[CH2:5][CH2:6][N:7]([CH:11]([CH3:12])[c:13]2[cH:14][cH:15][c:16](-[c:42]3[cH:41][c:40](=[O:46])[n:39]([CH2:38][CH2:37][F:36])[cH:44][cH:43]3)[cH:17][cH:18]2)[C:8](=[O:10])[O:9]1)([CH3:34])[CH3:35]. Reactants: O (Water), C(C1=CC=CC=C1)N1CC(OCC1)COC1=C(C=C(C=C1)I)OC ((±)-4-Benzyl-2-[(4-iodo-2-methoxyphenoxy)methyl]morpholine), COC(=C)[Sn](C)(C)C (1-methoxyvin-1-yl trimethyltin), palladium bis(triphenylphosphine)palladium(II)chloride. Run in C1CCOC1 (THF). Conditions: time 1 hour. Yields the product C(C(=O)O)(=O)O.C(C)(=O)C1=CC(=C(OCC2CN(CCO2)CC2=CC=CC=C2)C=C1)OC ((±)-2-[(4-Acetyl-2-methoxyphenoxy)methyl]-4-benzylmorpholine oxalic acid salt). Reaction SMILES: [CH2:1]([N:8]1[CH2:13][CH2:12][O:11][CH:10]([CH2:14][O:15][C:16]2[CH:21]=[CH:20][C:19](I)=[CH:18][C:17]=2[O:23][CH3:24])[CH2:9]1)[C:2]1[CH:7]=[CH:6][CH:5]=[CH:4][CH:3]=1.C[O:26][C:27]([Sn](C)(C)C)=[CH2:28].[OH2:33]>C1COCC1>[C:17]([OH:23])(=[O:26])[C:16]([OH:15])=[O:33].[C:27]([C:19]1[CH:20]=[CH:21][C:16]([O:15][CH2:14][CH:10]2[O:11][CH2:12][CH2:13][N:8]([CH2:1][C:2]3[CH:7]=[CH:6][CH:5]=[CH:4][CH:3]=3)[CH2:9]2)=[C:17]([O:23][CH3:24])[CH:18]=1)(=[O:26])[CH3:28] |f:4.5|. Reported procedure: (±)-4-Benzyl-2-[(4-iodo-2-methoxyphenoxy)methyl]morpholine (360 mg, 0.82 mmol), 1-methoxyvin-1-yl trimethyltin (528 mg, 2.4 mmol), and palladium bis(triphenylphosphine)palladium(II)chloride (36 mg, 0.052 mmol) were refluxed in THF (15 ml) for 24 h. Water was added and was followed by extraction twice with ethyl acetate. The solvent was evaporated and the residue was stirred in aqueous hydrochloric acid (25 ml, 1 M) and methanol (10 ml) at 50° C. for 1 h. The product was extracted with ethyl acet... Reactants: ClC1=CC2=C(C(=N1)O[C@H](C)[C@@H]1CC(NC1)=O)N(C=N2)C2CC2 ((R)-4-((R)-1-((6-chloro-3-cyclopropyl-3H-imidazo[4,5-c]pyridin-4-yl)oxy)ethyl)pyrrolidin-2-one), BrC1=CC2=C(C(=N1)O[C@H](C)[C@@H]1CC(NC1)=O)N(C=N2)C2CC2 ((R)-4-((R)-1-((6-bromo-3-cyclopropyl-3H-imidazo[4,5-c]pyridin-4-yl)oxy)ethyl)pyrrolidin-2-one), O1CC(C1)N1CCC(CC1)C1=CC=C(C=C1)B1OC(C(O1)(C)C)(C)C (1-(oxetan-3-yl)-4-(4-(4,4,5,5-tetramethyl-1,3,2-dioxaborolan-2-yl)phenyl)piperidine). The reagents and catalysts are C=1C=CC(=CC1)[P](C=2C=CC=CC2)(C=3C=CC=CC3)[Pd]([P](C=4C=CC=CC4)(C=5C=CC=CC5)C=6C=CC=CC6)([P](C=7C=CC=CC7)(C=8C=CC=CC8)C=9C=CC=CC9)[P](C=1C=CC=CC1)(C=1C=CC=CC1)C=1C=CC=CC1 (tetrakis(triphenylphosphine)palladium). Run in COCCOC (DME), C(=O)([O-])[O-].[Na+].[Na+] (Na2CO3). Reaction conditions: temperature 100 celsius. Yields the product C1(CC1)N1C=NC2=C1C(=NC(=C2)C2=CC=C(C=C2)C2CCN(CC2)C2COC2)O[C@H](C)[C@@H]2CC(NC2)=O ((R)-4-((R)-1-((3-cyclopropyl-6-(4-(1-(oxetan-3-yl)piperidin-4-yl)phenyl)-3H-imidazo[4,5-c]pyridin-4-yl)oxy)ethyl)pyrrolidin-2-one). The yield is 48.0%. RXN SMILES: Cl[C:2]1[N:7]=[C:6]([O:8][C@@H:9]([C@H:11]2[CH2:15][NH:14][C:13](=[O:16])[CH2:12]2)[CH3:10])[C:5]2[N:17]([CH:20]3[CH2:22][CH2:21]3)[CH:18]=[N:19][C:4]=2[CH:3]=1.BrC1N=C(O[C@@H]([C@H]2CNC(=O)C2)C)C2N(C3CC3)C=NC=2C=1.[O:45]1[CH2:48][CH:47]([N:49]2[CH2:54][CH2:53][CH:52]([C:55]3[CH:60]=[CH:59][C:58](B4OC(C)(C)C(C)(C)O4)=[CH:57][CH:56]=3)[CH2:51][CH2:50]2)[CH2:46]1>COCCOC.C([O-])([O-])=O.[Na+].[Na+].C1C=CC([P]([Pd]([P](C2C=CC=CC=2)(C2C=CC=CC=2)C2C=CC=CC=2)([P](C2C=CC=CC=2)(C2C=CC=CC=2)C2C=CC=CC=2)[P](C2C=CC=CC=2)(C2C=CC=CC=2)C2C=CC=CC=2)(C2C=CC=CC=2)C2C=CC=CC=2)=CC=1>[CH:20]1([N:17]2[C:5]3[C:6]([O:8][C@@H:9]([C@H:11]4[CH2:15][NH:14][C:13](=[O:16])[CH2:12]4)[CH3:10])=[N:7][C:2]([C:58]4[CH:57]=[CH:56][C:55]([CH:52]5[CH2:53][CH2:54][N:49]([CH:47]6[CH2:46][O:45][CH2:48]6)[CH2:50][CH2:51]5)=[CH:60][CH:59]=4)=[CH:3][C:4]=3[N:19]=[CH:18]2)[CH2:22][CH2:21]1 |f:4.5.6,^1:85,87,106,125|. Procedure details: In a round-bottomed, 100-mL, single-necked flask equipped with a reflux condenser were placed a mixture of (R)-4-((R)-1-((6-chloro-3-cyclopropyl-3H-imidazo[4,5-c]pyridin-4-yl)oxy)ethyl)pyrrolidin-2-one: and (R)-4-((R)-1-((6-bromo-3-cyclopropyl-3H-imidazo[4,5-c]pyridin-4-yl)oxy)ethyl)pyrrolidin-2-one: (85.0 mg, 0.23 mmol), 1-(oxetan-3-yl)-4-(4-(4,4,5,5-tetramethyl-1,3,2-dioxaborolan-2-yl)phenyl)piperidine (103.9 mg, 0.30 mmol), and tetrakis(triphenylphosphine)palladium (10.3 mg, 0.010 mmol) in DM... Starting materials: ClC1=NC=C(C=C1)[N+](=O)[O-] (2-chloro-5-nitro-pyridine), C(CCC)[Sn](C=C)(CCCC)CCCC (tributyl-vinyl-stannane), O (water). The product is [N+](=O)([O-])C=1C=CC(=NC1)C=C (5-Nitro-2-vinyl-pyridine). Reported procedure: 0.5 g of 2-chloro-5-nitro-pyridine (3.15 mmol), 1.2 g of tributyl-vinyl-stannane (3.78 mmol), 0.036 g of tetrakistriphenylphosphinpalladium(0) (0.03 mmol), and 0.024 g of triphenylphosphin (0.09 mmol) were dissolved in 20 ml of toluene and stirred for 2 h under reflux. Upon cooling to room temperature, 10 ml of water were added, the agueous layer was extracted with ethyl acetate, and the combined organic layers were washed with saturated sodium chloride, dried over magnesium sulfate, filtered, a... As a reaction SMILES: Cl[C:2]1[CH:7]=[CH:6][C:5]([N+:8]([O-:10])=[O:9])=[CH:4][N:3]=1.[CH2:11]([Sn](CCCC)(CCCC)C=C)[CH2:12]CC.O>C1(C)C=CC=CC=1.C1(P(C2C=CC=CC=2)C2C=CC=CC=2)C=CC=CC=1>[N+:8]([C:5]1[CH:6]=[CH:7][C:2]([CH:11]=[CH2:12])=[N:3][CH:4]=1)([O-:10])=[O:9]. The reagents and catalysts are C1(=CC=CC=C1)P(C1=CC=CC=C1)C1=CC=CC=C1 (triphenylphosphin). Solvent: C1(=CC=CC=C1)C (toluene). Isolated yield 111.6%. Conditions: time 2 hour. Starting materials: OC1=C(C=CC=C1)NC(=O)C(=O)NC1CC(N(C(C1)(C)C)OCCCCCCCC)(C)C (N-(2-Hydroxyphenyl)-N'-(1-octyloxy-2,2,6,6-tetramethylpiperidin-4-yl)oxamid), C([O-])([O-])=O.[K+].[K+] (potassium carbonate), C(C)Br (ethyl bromide). The product is C(C)OC1=C(C=CC=C1)NC(=O)C(=O)NC1CC(N(C(C1)(C)C)OCCCCCCCC)(C)C (N-(2-Ethoxyphenyl)-N'-(1-octyloxy-2,2,6,6-tetramethylpiperidin-4-yl)oxamide). RXN SMILES: [OH:1][C:2]1[CH:7]=[CH:6][CH:5]=[CH:4][C:3]=1[NH:8][C:9]([C:11]([NH:13][CH:14]1[CH2:19][C:18]([CH3:21])([CH3:20])[N:17]([O:22][CH2:23][CH2:24][CH2:25][CH2:26][CH2:27][CH2:28][CH2:29][CH3:30])[C:16]([CH3:32])([CH3:31])[CH2:15]1)=[O:12])=[O:10].C(=O)([O-])[O-].[K+].[K+].[CH2:39](Br)[CH3:40]>>[CH2:39]([O:1][C:2]1[CH:7]=[CH:6][CH:5]=[CH:4][C:3]=1[NH:8][C:9]([C:11]([NH:13][CH:14]1[CH2:15][C:16]([CH3:31])([CH3:32])[N:17]([O:22][CH2:23][CH2:24][CH2:25][CH2:26][CH2:27][CH2:28][CH2:29][CH3:30])[C:18]([CH3:20])([CH3:21])[CH2:19]1)=[O:12])=[O:10])[CH3:40] |f:1.2.3|. Procedure: The above-named compound is prepared by reacting the compound prepared in Example 13A with potassium carbonate and ethyl bromide. The reactants are Cl.N[C@H]1CCC2=C(C=CC=C12)C1=NOC(=N1)C=1C=CC(=C(C#N)C1)OC(C)C ((S)-5-(3-(1-amino-2,3-dihydro-1H-inden-4-yl)-1,2,4-oxadiazol-5-yl)-2-isopropoxybenzonitrile hydrochloride), COC(CS(=O)(=O)Cl)=O (methyl-2-(chlorosulfonyl)acetate). Solvent: C(Cl)Cl (DCM). Reaction conditions: time 0.5 hour. The product is C(#N)C=1C=C(C=CC1OC(C)C)C1=NC(=NO1)C1=C2CC[C@@H](C2=CC=C1)NS(=O)(=O)CC(=O)OC ((S)-methyl 2-(N-(4-(5-(3-cyano-4-isopropoxyphenyl)-1,2,4-oxadiazol-3-yl)-2,3-dihydro-1H-inden-1-yl)sulfamoyl)acetate). Yield: 70.5%. As a reaction SMILES: Cl.[NH2:2][C@@H:3]1[C:11]2[C:6](=[C:7]([C:12]3[N:16]=[C:15]([C:17]4[CH:18]=[CH:19][C:20]([O:25][CH:26]([CH3:28])[CH3:27])=[C:21]([CH:24]=4)[C:22]#[N:23])[O:14][N:13]=3)[CH:8]=[CH:9][CH:10]=2)[CH2:5][CH2:4]1.[CH3:29][O:30][C:31](=[O:37])[CH2:32][S:33](Cl)(=[O:35])=[O:34]>C(Cl)Cl>[C:22]([C:21]1[CH:24]=[C:17]([C:15]2[O:14][N:13]=[C:12]([C:7]3[CH:8]=[CH:9][CH:10]=[C:11]4[C:6]=3[CH2:5][CH2:4][C@@H:3]4[NH:2][S:33]([CH2:32][C:31]([O:30][CH3:29])=[O:37])(=[O:35])=[O:34])[N:16]=2)[CH:18]=[CH:19][C:20]=1[O:25][CH:26]([CH3:28])[CH3:27])#[N:23] |f:0.1|. Reported procedure: Prepared using General Procedure 16: To a stirred solution of (S)-5-(3-(1-amino-2,3-dihydro-1H-inden-4-yl)-1,2,4-oxadiazol-5-yl)-2-isopropoxybenzonitrile 50 (0.36 g, 1.0 mmol) in DCM (5 mL) was added methyl-2-(chlorosulfonyl)acetate (112 mg, 0.6 mmol). After 0.5 h, the crude reaction was partitioned between DCM and saturated NaHCO3. The organic layer was dried over MgSO4, concentrated, and purified by column chromatography (EA/hexanes) to give 0.21 g (42%) of (S)-methyl 2-(N-(4-(5-(3-cyano-4-iso...